This data is from the Open Reaction Database (ORD), a public repository of structured organic reaction records. The task is: describe an organic reaction: reactants, conditions, products, and yield Starting materials: [BH4-], C=CCOC(=O)C(=O)CCC(=O)OCc1ccc(OC)cc1, [Cl-], [Cl-], [Cl-], [NH4+], [Na+], C1CCOC1, [Zn+2]. Product: C=CCOC(=O)C(O)CCC(=O)OCc1ccc(OC)cc1. As a reaction SMILES: [BH4-:1].[CH3:3][O:4][c:5]1[cH:6][cH:7][c:8]([CH2:9][O:10][C:11]([CH2:12][CH2:13][C:14]([C:15](=[O:16])[O:17][CH2:18][CH:19]=[CH2:20])=[O:21])=[O:22])[cH:23][cH:24]1.[Cl-:25].[Cl-:32].[Cl-:34].[NH4+:26].[Na+:2].[O:27]1[CH2:28][CH2:29][CH2:30][CH2:31]1.[Zn+2:33]>>[CH3:3][O:4][c:5]1[cH:6][cH:7][c:8]([CH2:9][O:10][C:11]([CH2:12][CH2:13][CH:14]([C:15](=[O:16])[O:17][CH2:18][CH:19]=[CH2:20])[OH:21])=[O:22])[cH:23][cH:24]1. Reactants: [H-].[Al+3].[Li+].[H-].[H-].[H-] (lithium aluminum hydride), S(C1=CC=CC=C1)CCCCCCSC1=C(C(=O)O)C=CC=C1 (2-(6-thiophenoxyhexylthio)benzoic acid). The solvent is O1CCCC1 (tetrahydrofuran), O1CCCC1 (tetrahydrofuran). The product is S(C1=CC=CC=C1)CCCCCCSC1=C(CO)C=CC=C1 (2-(6-thiophenoxyhexylthio)benzyl alcohol). RXN SMILES: [H-].[Al+3].[Li+].[H-].[H-].[H-].[S:7]([CH2:14][CH2:15][CH2:16][CH2:17][CH2:18][CH2:19][S:20][C:21]1[CH:29]=[CH:28][CH:27]=[CH:26][C:22]=1[C:23](O)=[O:24])[C:8]1[CH:13]=[CH:12][CH:11]=[CH:10][CH:9]=1>O1CCCC1>[S:7]([CH2:14][CH2:15][CH2:16][CH2:17][CH2:18][CH2:19][S:20][C:21]1[CH:29]=[CH:28][CH:27]=[CH:26][C:22]=1[CH2:23][OH:24])[C:8]1[CH:9]=[CH:10][CH:11]=[CH:12][CH:13]=1 |f:0.1.2.3.4.5|. Procedure details: To a suspension of lithium aluminum hydride (0.292 g, 0.007 mole) in tetrahydrofuran (30 ml) is added a solution of 2-(6-thiophenoxyhexylthio)benzoic acid (2.42 g, 0.007 mole) in tetrahydrofuran (30 ml). The reaction is conducted as in Example 1b). Procedure details: To a solution of 4-(6-bromo-2-ethoxy-1H-1,3-benzodiazol-1-yl)pyrimidin-2-amine (270 mg, 0.74 mmol) in piperidine (1.8 mL) was introduced tetrakis(triphenylphosphine)palladium(0) (69 mg, 0.06 mmol), copper(I) iodide (11 mg, 0.06 mmol) and ethynyltrimethylsilane (0.53 mL, 3.71 mmol). The reaction mixture was warmed to 65° C. for 3 hr. After cooling to RT, the reaction mixture was re-treated with further tetrakis(triphenylphosphine)palladium(0) (10 mg, 0.01 mmol), copper(I) iodide (5 mg, 0.03 mmol)... The product is C(C)OC1=NC2=C(N1C1=NC(=NC=C1)N)C=C(C=C2)C#C[Si](C)(C)C (4-{2-ethoxy-6-[2-(trimethylsilyl)ethynyl]-1H-1,3-benzodiazol-1-yl}pyrimidin-2-amine). Run at temperature 65 celsius. Solvent: N1CCCCC1 (piperidine). As a reaction SMILES: Br[C:2]1[CH:3]=[CH:4][C:5]2[N:9]=[C:8]([O:10][CH2:11][CH3:12])[N:7]([C:13]3[CH:18]=[CH:17][N:16]=[C:15]([NH2:19])[N:14]=3)[C:6]=2[CH:20]=1.[C:21]([Si:23]([CH3:26])([CH3:25])[CH3:24])#[CH:22]>N1CCCCC1.C1C=CC([P]([Pd]([P](C2C=CC=CC=2)(C2C=CC=CC=2)C2C=CC=CC=2)([P](C2C=CC=CC=2)(C2C=CC=CC=2)C2C=CC=CC=2)[P](C2C=CC=CC=2)(C2C=CC=CC=2)C2C=CC=CC=2)(C2C=CC=CC=2)C2C=CC=CC=2)=CC=1.[Cu]I>[CH2:11]([O:10][C:8]1[N:7]([C:13]2[CH:18]=[CH:17][N:16]=[C:15]([NH2:19])[N:14]=2)[C:6]2[CH:20]=[C:2]([C:22]#[C:21][Si:23]([CH3:26])([CH3:25])[CH3:24])[CH:3]=[CH:4][C:5]=2[N:9]=1)[CH3:12] |^1:36,38,57,76|. Reagents/catalysts: C=1C=CC(=CC1)[P](C=2C=CC=CC2)(C=3C=CC=CC3)[Pd]([P](C=4C=CC=CC4)(C=5C=CC=CC5)C=6C=CC=CC6)([P](C=7C=CC=CC7)(C=8C=CC=CC8)C=9C=CC=CC9)[P](C=1C=CC=CC1)(C=1C=CC=CC1)C=1C=CC=CC1 (tetrakis(triphenylphosphine)palladium(0)), [Cu]I (copper(I) iodide), C=1C=CC(=CC1)[P](C=2C=CC=CC2)(C=3C=CC=CC3)[Pd]([P](C=4C=CC=CC4)(C=5C=CC=CC5)C=6C=CC=CC6)([P](C=7C=CC=CC7)(C=8C=CC=CC8)C=9C=CC=CC9)[P](C=1C=CC=CC1)(C=1C=CC=CC1)C=1C=CC=CC1 (tetrakis(triphenylphosphine)palladium(0)), [Cu]I (copper(I) iodide). Reactants: C(#C)[Si](C)(C)C (ethynyltrimethylsilane), BrC=1C=CC2=C(N(C(=N2)OCC)C2=NC(=NC=C2)N)C1 (4-(6-bromo-2-ethoxy-1H-1,3-benzodiazol-1-yl)pyrimidin-2-amine), C(#C)[Si](C)(C)C (ethynyltrimethylsilane). Product: C(C)C=1C(=NC=NC1)C(=O)O (5-ethyl-pyrimidine-4-carboxylic acid). Procedure details: A mixture of 5-ethyl-4-(furan-2-yl)-pyrimidine (2.03 g), acetone (70 ml), and water (35 ml) was stirred at 50° C., potassium permanganate (15 g) was added thereto over 15 minutes, and the reaction mixture was stirred under reflux for 1 hour. After standing to cool the reaction mixture to room temperature, to the reaction mixture, saturated aqueous sodium hydrogen carbonate solution was added, and extracted with tert-butyl methyl ether. To the resulting aqueous layer, hydrochloric acid was added,... Reaction conditions: temperature 50 celsius, time 15 minute. Solvent: O (water). As a reaction SMILES: [CH2:1]([C:3]1[C:4]([C:9]2[O:10]C=CC=2)=[N:5][CH:6]=[N:7][CH:8]=1)[CH3:2].CC(C)=[O:16].[Mn]([O-])(=O)(=O)=O.[K+].C(=O)([O-])O.[Na+]>O>[CH2:1]([C:3]1[C:4]([C:9]([OH:10])=[O:16])=[N:5][CH:6]=[N:7][CH:8]=1)[CH3:2] |f:2.3,4.5|. The reactants are C(O)([O-])=O.[Na+] (sodium hydrogen carbonate), C(C)C=1C(=NC=NC1)C=1OC=CC1 (5-ethyl-4-(furan-2-yl)-pyrimidine), CC(=O)C (acetone), [Mn](=O)(=O)(=O)[O-].[K+] (potassium permanganate).